Dataset: the Open Reaction Database (ORD), a public repository of structured organic reaction records. Task: describe an organic reaction: reactants, conditions, products, and yield Reactants: C(C)C=1N=C(SC1)C1=CC(=C(C=C1)O)CCC (4-(4-ethyl-1,3-thiazol-2-yl)-2-propylphenol), O (water), BrCCBr (1,2-dibromoethane). The solvent is CN(C)C=O (DMF). Run at time 12 hour. Product: BrCCOC1=C(C=C(C=C1)C=1SC=C(N1)CC)CCC (2-[4-(2-bromoethoxy)-3-propylphenyl]-4-ethyl-1,3-thiazole). As a reaction SMILES: [CH2:1]([C:3]1[N:4]=[C:5]([C:8]2[CH:13]=[CH:12][C:11]([OH:14])=[C:10]([CH2:15][CH2:16][CH3:17])[CH:9]=2)[S:6][CH:7]=1)[CH3:2].O.[Br:19][CH2:20][CH2:21]Br>CN(C=O)C>[Br:19][CH2:20][CH2:21][O:14][C:11]1[CH:12]=[CH:13][C:8]([C:5]2[S:6][CH:7]=[C:3]([CH2:1][CH3:2])[N:4]=2)=[CH:9][C:10]=1[CH2:15][CH2:16][CH3:17]. Procedure: To a solution of 4-(4-ethyl-1,3-thiazol-2-yl)-2-propylphenol (0.24 g, 0.97 mmol) (Example 33) in DMF (2 mL, containing 1% v/v of water) was added 1,2-dibromoethane (1.09 g, 5.82 mmol), and the mixture was stirred at rt for 12 h. The reaction mixture was filtered, and the filtrate was concentrated under reduced pressure. The crude residue was suspended in EtOAc, filtered through a small plug of silica, and the filtrate was concentrated. The crude material was used in the next step without further... Reactants: CCCC(=O)Cl, ClCCl, Cc1c(NC(c2nnc(-c3ccc(N)cc3)o2)C(C)O[Si](C)(C)C(C)(C)C)ccc(C#N)c1Cl, c1ccncc1. The product is CCCC(=O)Nc1ccc(-c2nnc(C(Nc3ccc(C#N)c(Cl)c3C)C(C)O[Si](C)(C)C(C)(C)C)o2)cc1. Reaction SMILES: [C:35]([CH2:36][CH2:37][CH3:38])(=[O:39])[Cl:40].[Cl:41][CH2:42][Cl:43].[NH2:1][c:2]1[cH:3][cH:4][c:5](-[c:8]2[n:9][n:10][c:11]([CH:13]([CH:14]([CH3:15])[O:16][Si:17]([CH3:18])([CH3:19])[C:20]([CH3:21])([CH3:22])[CH3:23])[NH:24][c:25]3[c:26]([CH3:34])[c:27]([Cl:33])[c:28]([C:29]#[N:30])[cH:31][cH:32]3)[o:12]2)[cH:6][cH:7]1.[cH:44]1[cH:45][cH:46][n:47][cH:48][cH:49]1>>[NH:1]([c:2]1[cH:3][cH:4][c:5](-[c:8]2[n:9][n:10][c:11]([CH:13]([CH:14]([CH3:15])[O:16][Si:17]([CH3:18])([CH3:19])[C:20]([CH3:21])([CH3:22])[CH3:23])[NH:24][c:25]3[c:26]([CH3:34])[c:27]([Cl:33])[c:28]([C:29]#[N:30])[cH:31][cH:32]3)[o:12]2)[cH:6][cH:7]1)[C:35]([CH2:36][CH2:37][CH3:38])=[O:39]. Starting materials: N1=C(C=CC=C1)C=O (2-pyridine carboxaldehyde), FC(F)(F)[Si](C)(C)C ((trifluoromethyl)trimethylsilane), [F-].C(CCC)[N+](CCCC)(CCCC)CCCC (tetrabutylammonium fluoride), Cl (HCl). The reagents and catalysts are C1CCOC1 (THF). Run in C1CCOC1 (THF), [OH-].[Na+] (NaOH). Conditions: temperature 0 celsius, time 30 minute. Yields the product OC(C(F)(F)F)C1=NC=CC=C1 ((±)-2-[1-Hydroxy-(2,2,2-trifluoroethyl)]-pyridine). Yield: 93.2%. RXN SMILES: [N:1]1[CH:6]=[CH:5][CH:4]=[CH:3][C:2]=1[CH:7]=[O:8].[F:9][C:10]([Si](C)(C)C)([F:12])[F:11].[F-].C([N+](CCCC)(CCCC)CCCC)CCC.Cl>C1COCC1.[OH-].[Na+]>[OH:8][CH:7]([C:2]1[CH:3]=[CH:4][CH:5]=[CH:6][N:1]=1)[C:10]([F:12])([F:11])[F:9] |f:2.3,6.7|. Procedure: To a stirred solution of 2-pyridine carboxaldehyde (2.09 g, 19.5 mmol) and (trifluoromethyl)trimethylsilane (3.33 g, 23.4 mmol) in THF (30 mL) at 0° C. add 1M tetrabutylammonium fluoride in THF (956 μl, 0.956 mmol). Continue stirring for 30 min at 0° C. and then at ambient temperature for 2 h. Add 1M aqueous HCl (20 mL) and stir 2 h at ambient temperature. Dilute with aqueous 1M aqueous NaOH to pH 8, extract the mixture three times with EtOAc, dry over anhydrous Na2SO4, and concentrate in vacuo.... Reactants: N1=CC=CC=C1 (Pyridine), Cl.CNOC (N,O-dimethylhydroxylamine hydrochloride), C(CCC)(=O)Cl (butyryl chloride). The solvent is O (water), C(Cl)Cl (methylene chloride). Reaction conditions: time 2 hour. Product: CON(C(CCC)=O)C (N-Methoxy-N-methyl-butyramide). Isolated yield 89.6%. Reaction SMILES: N1C=CC=CC=1.Cl.[CH3:8][NH:9][O:10][CH3:11].[C:12](Cl)(=[O:16])[CH2:13][CH2:14][CH3:15]>C(Cl)Cl.O>[CH3:11][O:10][N:9]([CH3:8])[C:12](=[O:16])[CH2:13][CH2:14][CH3:15] |f:1.2|. Reported procedure: Pyridine (100 mL) was cooled to 0° C., and N,O-dimethylhydroxylamine hydrochloride (20.14 g, 206 mmol) was added with stirring. This solution was stirred for 10 minutes, and then a solution of butyryl chloride (19.5 ml, 20 g, 188 mmol) dissolved in 50 ml methylene chloride was added via addition funnel over 30 minutes. A precipitate formed after 5 minutes. This suspension was stirred and allowed to warm to room temperature. Stirring was continued for 2.0 hours, and the reaction was diluted with ... Reactants: NC(=O)N.S(=O)(=O)=NC(=O)N (sulfonylurea urea), NC1=CC=C(C=N1)N1COC2=C(C1=O)C=C(C(=C2)NC)F (3-(6-aminopyridin-3-yl)-6-fluoro-7-(methylamino)-2,3-dihydrobenzo[e][1,3]oxazin-4-one), COC1=C(SC(=C1)C)S(=O)(=O)NC([O-])=O (3-methoxy-5-methylthiophen-2-ylsulfonylcarbamate). The product is FC=1C(=CC2=C(C(N(CO2)C=2C=CC(=NC2)NC(=O)NS(=O)(=O)C=2SC(=CC2)OC)=O)C1)NC (1-(5-(6-fluoro-7-(methylamino)-4-oxo-2H-benzo[e][1,3]oxazin-3(4H)-yl)pyridin-2-yl)-3-(5-methoxythiophen-2-ylsulfonyl)urea). Reaction SMILES: N[C:2](N)=[O:3].S(=NC(N)=O)(=O)=O.[NH2:12][C:13]1[N:18]=[CH:17][C:16]([N:19]2[C:24](=[O:25])[C:23]3[CH:26]=[C:27]([F:32])[C:28]([NH:30][CH3:31])=[CH:29][C:22]=3[O:21][CH2:20]2)=[CH:15][CH:14]=1.CO[C:35]1[CH:39]=[C:38](C)[S:37][C:36]=1[S:41]([NH:44][C:45](=[O:47])[O-])(=[O:43])=[O:42]>>[F:32][C:27]1[C:28]([NH:30][CH3:31])=[CH:29][C:22]2[O:21][CH2:20][N:19]([C:16]3[CH:15]=[CH:14][C:13]([NH:12][C:45]([NH:44][S:41]([C:36]4[S:37][C:38]([O:3][CH3:2])=[CH:39][CH:35]=4)(=[O:42])=[O:43])=[O:47])=[N:18][CH:17]=3)[C:24](=[O:25])[C:23]=2[CH:26]=1 |f:0.1|. Reported procedure: Analogous to the sulfonylurea urea coupling method described in Ex 5, 3-(6-aminopyridin-3-yl)-6-fluoro-7-(methylamino)-2,3-dihydrobenzo[e][1,3]oxazin-4-one was coupled with 3-methoxy-5-methylthiophen-2-ylsulfonylcarbamate to yield 1-(5-(6-fluoro-7-(methylamino)-4-oxo-2H-benzo[e][1,3]oxazin-3(4H)-yl)pyridin-2-yl)-3-(5-methoxythiophen-2-ylsulfonyl)urea. RP-HPLC: 2.7 min; ES-MS (M+H)+=508; 1H-NMR (DMSO-d6) δ (ppm): 2.8 (s, 3), 3.9 (s, 3), 5.6 (s, 2), 6.2 (d, 1), 6.5 (d, 1), 6.7 (d, 1), 7.4 (d, 1), ...